From a dataset of the Open Reaction Database (ORD), a public repository of structured organic reaction records. describe an organic reaction: reactants, conditions, products, and yield The reactants are COC(=O)C=1N=C(N(C1C(=O)OC)CC1=CC=C(C=C1)C1=C(C=CC=C1)C1=NN=NN1C(C1=CC=CC=C1)(C1=CC=CC=C1)C1=CC=CC=C1)CCC (4,5-bis (methoxycarbonyl)-2-propyl-1-[(2'-(N-trityltetrazol-5-yl)biphen-4-yl)methyl]-imidazole), CC(C)C[AlH]CC(C)C (DIBAL-H), [NH4+].[Cl-] (NH4Cl), C(C)(=O)OCC (ethyl acetate). Run in C1CCOC1 (THF). Run at temperature -75 celsius, time 2.5 hour. The product is COC(=O)C1=C(N=C(N1CC1=CC=C(C=C1)C1=C(C=CC=C1)C1=NN=NN1C(C1=CC=CC=C1)(C1=CC=CC=C1)C1=CC=CC=C1)CCC)CO (5-Methoxycarbonyl-4-hydroxymethyl-2-propyl-1-[(2'-(N-trityltetrazol-5-yl)biphen-4-yl)methyl]imidazole). The yield is 93.4%. RXN SMILES: C[O:2][C:3]([C:5]1[N:6]=[C:7]([CH2:51][CH2:52][CH3:53])[N:8]([CH2:14][C:15]2[CH:20]=[CH:19][C:18]([C:21]3[CH:26]=[CH:25][CH:24]=[CH:23][C:22]=3[C:27]3[N:31]([C:32]([C:45]4[CH:50]=[CH:49][CH:48]=[CH:47][CH:46]=4)([C:39]4[CH:44]=[CH:43][CH:42]=[CH:41][CH:40]=4)[C:33]4[CH:38]=[CH:37][CH:36]=[CH:35][CH:34]=4)[N:30]=[N:29][N:28]=3)=[CH:17][CH:16]=2)[C:9]=1[C:10]([O:12][CH3:13])=[O:11])=O.CC(C[AlH]CC(C)C)C.C(OCC)(=O)C.[NH4+].[Cl-]>C1COCC1>[CH3:13][O:12][C:10]([C:9]1[N:8]([CH2:14][C:15]2[CH:16]=[CH:17][C:18]([C:21]3[CH:26]=[CH:25][CH:24]=[CH:23][C:22]=3[C:27]3[N:31]([C:32]([C:45]4[CH:50]=[CH:49][CH:48]=[CH:47][CH:46]=4)([C:39]4[CH:40]=[CH:41][CH:42]=[CH:43][CH:44]=4)[C:33]4[CH:38]=[CH:37][CH:36]=[CH:35][CH:34]=4)[N:30]=[N:29][N:28]=3)=[CH:19][CH:20]=2)[C:7]([CH2:51][CH2:52][CH3:53])=[N:6][C:5]=1[CH2:3][OH:2])=[O:11] |f:3.4|. Procedure details: To a solution of 7.03 g (10.0 mmole) of 4,5-bis (methoxycarbonyl)-2-propyl-1-[(2'-(N-trityltetrazol-5-yl)biphen-4-yl)methyl]-imidazole in 80 mL anhydrous THF was added 20.0 mL 1.0 M DIBAL-H (20.0 mmole, in THF) at -75° C. The mixture was stirred at -75° C. for 2.5 hours and then warmed to room temperature. After stirring overnight at room temperature, TLC (ethyl acetate) showed no starting material. The mixture was poured into 100 mL saturated aqueous NH4Cl solution and stirred for 20 min.; the ... Starting materials: N#Cc1ccc(O)c(F)c1, O=[N+]([O-])O, O=S(=O)(O)O. Yields the product N#Cc1cc(F)c(O)c([N+](=O)[O-])c1. RXN SMILES: [F:5][c:6]1[cH:7][c:8]([C:9]#[N:10])[cH:11][cH:12][c:13]1[OH:14].[OH:1][N+:2]([O-:3])=[O:4].[S:15](=[O:16])(=[O:17])([OH:18])[OH:19]>>[O-:1][N+:2](=[O:4])[c:12]1[cH:11][c:8]([C:9]#[N:10])[cH:7][c:6]([F:5])[c:13]1[OH:14]. The reactants are solution, C(CCC)[Li] (n-butyllithium), ClCCP(OCC(C)C)(=O)C (2-methylpropyl 2-chloroethyl(methyl)phosphinate), O1CCCC1 (tetrahydrofuran), C(C)(C)[C@@H]1C(=NCC(=N1)OC)OC ((3R)-(-)-3-isopropyl-2,5-dimethoxy-3,6-dihydropyrazine), O1CCCC1 (tetrahydrofuran). The product is C(C)(C)[C@@H]1C(=N[C@H](C(=N1)OC)CC=P(=O)COCCCC)OC ((3R,6S)-3-isopropyl-6-(2-(3-methylpropoxymethylphosphoryl)ethyl)-2,5-dimethoxy-3,6-dihydropyrazine). Reaction conditions: temperature -75 celsius, time 15 minute. Run in CCCCCC (n-hexane). Procedure details: 5.53 g (0.03 mol) of (3R)-(-)-3-isopropyl-2,5-dimethoxy-3,6-dihydropyrazine ([α]D25 =-107.5°, c=1 in ethanol) are dissolved in 50 ml of absolute tetrahydrofuran, and 20.6 ml of a 1.6-molar solution of n-butyllithium in n-hexane are added at -75° C. The reaction mixture is stirred at -75° C. for 15 minutes. A solution, previously cooled to -60° C., of 6.1 g (0.031 mol) of 2-methylpropyl 2-chloroethyl(methyl)phosphinate in 30 ml of tetrahydrofuran is added dropwise in the course of 7 minutes at -7... As a reaction SMILES: [CH:1]([C@H:4]1[N:9]=[C:8]([O:10][CH3:11])[CH2:7][N:6]=[C:5]1[O:12][CH3:13])([CH3:3])[CH3:2].C([Li])CCC.Cl[CH2:20][CH2:21][P:22]([CH3:29])(=[O:28])OCC(C)C.[O:30]1[CH2:34][CH2:33][CH2:32][CH2:31]1>CCCCCC>[CH:1]([C@H:4]1[N:9]=[C:8]([O:10][CH3:11])[C@H:7]([CH2:20][CH:21]=[P:22]([CH2:29][O:30][CH2:31][CH2:32][CH2:33][CH3:34])=[O:28])[N:6]=[C:5]1[O:12][CH3:13])([CH3:3])[CH3:2]. The reactants are C1(=CC=CC=C1)C (toluene), acid chloride, FC=1C=C(C=CC1)Br (3-fluorobromobenzene), [Mg] (magnesium), O1CCCC1 (tetrahydrofuran), O1CCCC1 (THF). The reagents and catalysts are C(C)(=O)CC(C)=O.[Fe] (iron acetylacetone). The solvent is Cl (hydrochloric acid). Conditions: time 1 hour. Yields the product FC1=CC=CC(=C1)C(CC1CCC(CC1)CCC)=O (2-fluoro-4-(1-oxo-2-(4-propylcyclohexyl)ethyl)benzene). Reaction SMILES: [F:1][C:2]1[CH:3]=[C:4](Br)[CH:5]=[CH:6][CH:7]=1.[Mg].[O:10]1[CH2:14][CH2:13][CH2:12][CH2:11]1.[C:15]1([CH3:21])[CH:20]=[CH:19][CH:18]=[CH:17][CH:16]=1>Cl.C(CC(=O)C)(=O)C.[Fe]>[F:1][C:2]1[CH:3]=[C:4]([C:14](=[O:10])[CH2:13][CH:12]2[CH2:19][CH2:20][CH:15]([CH2:16][CH2:17][CH3:18])[CH2:21][CH2:11]2)[CH:5]=[CH:6][CH:7]=1 |f:5.6|. Procedure: Grignard's reagent prepared from 3-fluorobromobenzene (110 mmol), magnesium (110 mmol), and 100 ml of tetrahydrofuran (hereinafter referred to as THF) was added dropwise to a mixture prepared by adding iron acetylacetone (5 mmol) and 300 ml of dried toluene to the acid chloride (100 mmol) at a temperature lower than -50° C. and stirred for 1 hour at the same temperature. The reaction product thus obtained was added in 200 ml of 6M hydrochloric acid and then extracted with toluene (100 ml×2). Ext... Reactants: S([O-])(O)=O.[Na+] (sodium bisulfite), C1(=CC=C(C=C1)NC(=N)NC(=N)N)C (1-(p-tolyl)biguanide), BrBr (bromine), BrBr (bromine). The solvent is O (water). The product is BrC1=C(C=CC(=C1)C)NC(=N)NC(=N)N (1-(2-bromo-4-methylphenyl)biguanide). As a reaction SMILES: [C:1]1([CH3:14])[CH:6]=[CH:5][C:4]([NH:7][C:8]([NH:10][C:11]([NH2:13])=[NH:12])=[NH:9])=[CH:3][CH:2]=1.[Br:15]Br.S(=O)(O)[O-].[Na+]>O>[Br:15][C:5]1[CH:6]=[C:1]([CH3:14])[CH:2]=[CH:3][C:4]=1[NH:7][C:8]([NH:10][C:11]([NH2:13])=[NH:12])=[NH:9] |f:2.3|. Reported procedure: To a slurry of 10 g. (0.0523 mole) of 1-(p-tolyl)biguanide in 175 ml of water is added dropwise 8.4 g. (0.053 mole) of bromine over a period of 3 hours. The reaction mixture is cooled and the unreacted bromine discharged with sodium bisulfite. The mixture is made strongly alkaline and extracted into ether. The ether layer is dried over Na2SO4, charcoaled, filtered and evaporated to obtain 1-(2-bromo-4-methylphenyl)biguanide.